From a dataset of the Open Reaction Database (ORD), a public repository of structured organic reaction records. describe an organic reaction: reactants, conditions, products, and yield Starting materials: [H-].[H-].[H-].[H-].[Li+].[Al+3] (LiAlH4), BrC=1C=CC(=C(C1)C1NC(CC(C12C(NC1=CC(=CC=C12)Cl)=O)C1=C(C=CC(=C1)Cl)C)=O)OCC(C)(C)C(=O)OC (racemic (2′R,3R,4′S)-2′-[5-bromo-2-(2-methoxycarbonyl-2-methyl-propoxy)-phenyl]-6-chloro-4′-(5-chloro-2-methyl-phenyl)spiro[3H-indole-3,3′-piperidine]-2,6′(1H)-dione), O (water). The solvent is C1CCOC1 (THF), C1CCOC1 (THF). Reaction conditions: time 10 minute. Yields the product BrC=1C=CC(=C(C1)C1NC(CC(C12C(NC1=CC(=CC=C12)Cl)=O)C1=C(C=CC(=C1)Cl)C)=O)OCC(CO)(C)C (racemic (2′R,3R,4′S)-2′-[5-bromo-2-(3-hydroxy-2,2-dimethyl-propoxy)-phenyl]-6-chloro-4′-(5-chloro-2-methyl-phenyl)spiro[3H-indole-3,3′-piperidine]-2,6′(1H)-dione). Isolated yield 49.0%. As a reaction SMILES: [H-].[H-].[H-].[H-].[Li+].[Al+3].[Br:7][C:8]1[CH:9]=[CH:10][C:11]([O:39][CH2:40][C:41]([C:44](OC)=[O:45])([CH3:43])[CH3:42])=[C:12]([CH:14]2[C:19]3([C:27]4[C:22](=[CH:23][C:24]([Cl:28])=[CH:25][CH:26]=4)[NH:21][C:20]3=[O:29])[CH:18]([C:30]3[CH:35]=[C:34]([Cl:36])[CH:33]=[CH:32][C:31]=3[CH3:37])[CH2:17][C:16](=[O:38])[NH:15]2)[CH:13]=1.O>C1COCC1>[Br:7][C:8]1[CH:9]=[CH:10][C:11]([O:39][CH2:40][C:41]([CH3:43])([CH3:42])[CH2:44][OH:45])=[C:12]([CH:14]2[C:19]3([C:27]4[C:22](=[CH:23][C:24]([Cl:28])=[CH:25][CH:26]=4)[NH:21][C:20]3=[O:29])[CH:18]([C:30]3[CH:35]=[C:34]([Cl:36])[CH:33]=[CH:32][C:31]=3[CH3:37])[CH2:17][C:16](=[O:38])[NH:15]2)[CH:13]=1 |f:0.1.2.3.4.5|. Reported procedure: LiAlH4 (11.4 mg, 0.3 mmol) was suspended in THF in ice bath, then a solution of racemic (2′R,3R,4′S)-2′-[5-bromo-2-(2-methoxycarbonyl-2-methyl-propoxy)-phenyl]-6-chloro-4′-(5-chloro-2-methyl-phenyl)spiro[3H-indole-3,3′-piperidine]-2,6′(1H)-dione prepared in Example 262d (63 mg, 0.1 mmol) in THF (2 mL) was added slowly. The reaction mixture was stirred at room temperature for 10 min, water (1 mL) was added and the resulting mixture was filtered. The filtration was concentrated and the residue was... Starting materials: ClC=1C=C(C(=O)OO)C=CC1 (3-chloroperoxybenzoic acid), C(C)SC=1C(=NC=CN1)C1=NC=2C(=NC=C(C2)C(F)(F)F)N1C (2-(3-ethylsulfanylpyrazin-2-yl)-3-methyl-6-trifluoromethyl-3H-imidazo[4,5-b]pyridine), C([O-])(O)=O.[Na+] (sodium bicarbonate). The solvent is C(Cl)(Cl)Cl (chloroform). Conditions: time 1 hour. The product is C(C)S(=O)C=1C(=NC=CN1)C1=NC=2C(=NC=C(C2)C(F)(F)F)N1C (2-(3-ethylsulfinylpyrazin-2-yl)-3-methyl-6-trifluoromethyl-3H-imidazo[4,5-b]pyridine). Isolated yield 46.1%. RXN SMILES: ClC1C=C(C=CC=1)C(OO)=[O:6].[CH2:12]([S:14][C:15]1[C:16]([C:21]2[N:33]([CH3:34])[C:24]3=[N:25][CH:26]=[C:27]([C:29]([F:32])([F:31])[F:30])[CH:28]=[C:23]3[N:22]=2)=[N:17][CH:18]=[CH:19][N:20]=1)[CH3:13].C(=O)(O)[O-].[Na+]>C(Cl)(Cl)Cl>[CH2:12]([S:14]([C:15]1[C:16]([C:21]2[N:33]([CH3:34])[C:24]3=[N:25][CH:26]=[C:27]([C:29]([F:32])([F:30])[F:31])[CH:28]=[C:23]3[N:22]=2)=[N:17][CH:18]=[CH:19][N:20]=1)=[O:6])[CH3:13] |f:2.3|. Reported procedure: 467 mg of 3-chloroperoxybenzoic acid (purity of 65% or more) was added to a mixture of 425 mg of 2-(3-ethylsulfanylpyrazin-2-yl)-3-methyl-6-trifluoromethyl-3H-imidazo[4,5-b]pyridine and 8 ml of chloroform under ice cooling. The mixture was heated to room temperature and stirred at room temperature for 1 hour. A saturated aqueous sodium bicarbonate solution was poured to the reaction mixture, and the mixture was extracted with chloroform. The organic layer was washed with water and dried over anh... The reactants are intermediate 19c, C(C1=CC=CC=C1)OC(=O)NC1=CN=C2N(C1=O)C(CC2)(C(=O)O)CC (3-benzyloxycarbonylamino-6-ethyl-4-oxo-4,6,7,8-tetrahydro-pyrrolo[1,2-a]pyrimidine-6-carboxylic acid), C(C)(C)(C)OC(NC(=N)C1=CC=C(C=C1)CN)=O ([(4-aminomethyl-phenyl)-imino-methyl]-carbamic acid tert-butyl ester). Yields the product C(C1=CC=CC=C1)OC(NC1=CN=C2N(C1=O)C(CC2)(CC)C(NCC2=CC=C(C=C2)C(=N)NC(=O)OC(C)(C)C)=O)=O ({6-[4-(tert-butoxycarbonylamino-imino-methyl)-benzylcarbamoyl]-6-ethyl-4-oxo-4,6,7,8-tetrahydro-pyrrolo[1,2-a]pyrimidin-3-yl}-carbamic acid benzyl ester). Isolated yield 100.0%. Reaction SMILES: [CH2:1]([O:8][C:9]([NH:11][C:12]1[C:17](=[O:18])[N:16]2[C:19]([CH2:25][CH3:26])([C:22]([OH:24])=O)[CH2:20][CH2:21][C:15]2=[N:14][CH:13]=1)=[O:10])[C:2]1[CH:7]=[CH:6][CH:5]=[CH:4][CH:3]=1.[C:27]([O:31][C:32](=[O:44])[NH:33][C:34]([C:36]1[CH:41]=[CH:40][C:39]([CH2:42][NH2:43])=[CH:38][CH:37]=1)=[NH:35])([CH3:30])([CH3:29])[CH3:28]>>[CH2:1]([O:8][C:9](=[O:10])[NH:11][C:12]1[C:17](=[O:18])[N:16]2[C:19]([C:22](=[O:24])[NH:43][CH2:42][C:39]3[CH:40]=[CH:41][C:36]([C:34]([NH:33][C:32]([O:31][C:27]([CH3:30])([CH3:29])[CH3:28])=[O:44])=[NH:35])=[CH:37][CH:38]=3)([CH2:25][CH3:26])[CH2:20][CH2:21][C:15]2=[N:14][CH:13]=1)[C:2]1[CH:7]=[CH:6][CH:5]=[CH:4][CH:3]=1. Reported procedure: According to the procedure for the preparation of intermediate 19c, intermediate 22b (34.5 mg, 0.0965 mmol) was coupled with [(4-aminomethyl-phenyl)-imino-methyl]-carbamic acid tert-butyl ester to afford 57 mg (100%) of intermediate 22c. The reactants are COC=1C=CC=C2C(=C(C(OC12)=O)C1=CC=CC=C1)O (8-methoxy-4-hydroxy-3-phenylcoumarin), Br (hydrobromic acid), C(C)(=O)OC(C)=O (acetic anhydride). The solvent is C(C)(=O)O (acetic acid). The product is OC1=C(C(OC2=C(C=CC=C12)O)=O)C1=CC=CC=C1 (4,8-Dihydroxy-3-phenyl-coumarin). Yield: 38.1%. As a reaction SMILES: C[O:2][C:3]1[CH:4]=[CH:5][CH:6]=[C:7]2[C:12]=1[O:11][C:10](=[O:13])[C:9]([C:14]1[CH:19]=[CH:18][CH:17]=[CH:16][CH:15]=1)=[C:8]2[OH:20].Br.C(OC(=O)C)(=O)C>C(O)(=O)C>[OH:20][C:8]1[C:7]2[C:12](=[C:3]([OH:2])[CH:4]=[CH:5][CH:6]=2)[O:11][C:10](=[O:13])[C:9]=1[C:14]1[CH:15]=[CH:16][CH:17]=[CH:18][CH:19]=1. Procedure: 37.6 g. (0.14 mol) of 8-methoxy-4-hydroxy-3-phenylcoumarin are brought to reflux for 1 hour in a mixture of 750 ml. of 62% hydrobromic acid, 375 ml. of glacial acetic acid and 375 ml. of acetic anhydride. The mixture is poured on to 5.3 kg. of ice, filtered and dried. 25.3 g. of a solid are obtained, which is recrystallised from a mixture of dioxane and diisopropyl ether (50:50). Weight 13 g., yield 38.1% (theoretical yield 34.2 g.); M.P. 220° C. Starting materials: CC(C)([O-])C.[K+] (potassium tert-butoxide), C1(=CC=CC=C1)C (toluene), C(C)(C)(C)OC(=O)N1C=NC2=C([C@@H](C1)O[Si](C)(C)C(C)(C)C)N=CN2CCC#N ((8R)-6-(tert-Butoxycarbonyl)-8-(tert-butyldimethylsilyloxy)-3-(2′-cyanoethyl)-3,6,7,8-tetrahydroimidazo[4,5-d][1,3]diazepine), C(C)(=O)O (acetic acid). Run in C(C)(=O)OCC (ethyl acetate), C(Cl)(Cl)Cl.C(C)(=O)OCC (chloroform ethyl acetate), C1CCOC1 (THF), C(Cl)(Cl)Cl.C(C)(=O)OCC (chloroform ethyl acetate). The product is C(C)(C)(C)OC(=O)N1C=NC2=C([C@@H](C1)O[Si](C)(C)C(C)(C)C)N=CN2 ((8R)-6-(tert-butoxycarbonyl)-8-(tert-butyldimethylsilyloxy)-3,6,7,8-tetrahydro-imidazo[4,5-d][1,3]diazepine). Yield: 76.8%. As a reaction SMILES: [C:1]([O:5][C:6]([N:8]1[CH2:14][C@@H:13]([O:15][Si:16]([C:19]([CH3:22])([CH3:21])[CH3:20])([CH3:18])[CH3:17])[C:12]2[N:23]=[CH:24][N:25](CCC#N)[C:11]=2[N:10]=[CH:9]1)=[O:7])([CH3:4])([CH3:3])[CH3:2].CC(C)([O-])C.[K+].C(O)(=O)C.C1(C)C=CC=CC=1>C1COCC1.C(Cl)(Cl)Cl.C(OCC)(=O)C.C(OCC)(=O)C>[C:1]([O:5][C:6]([N:8]1[CH2:14][C@@H:13]([O:15][Si:16]([C:19]([CH3:22])([CH3:21])[CH3:20])([CH3:17])[CH3:18])[C:12]2[N:23]=[CH:24][NH:25][C:11]=2[N:10]=[CH:9]1)=[O:7])([CH3:4])([CH3:2])[CH3:3] |f:1.2,6.7|. Procedure details: (8R)-6-(tert-Butoxycarbonyl)-8-(tert-butyldimethylsilyloxy)-3-(2′-cyanoethyl)-3,6,7,8-tetrahydroimidazo[4,5-d][1,3]diazepine 10 (0.76 g, 1.81 mmol) was dissolved in dry THF (15 mL) and potassium tert-butoxide (1.0 M in THF, 3.6 mL) was added at RT. The mixture turned brown immediately and was quenched by addition of glacial acetic acid (206 μL, 3.6 mmol) and coevaporated with toluene (30 mL). The residue was suspended in chloroform/ethyl acetate (5 mL, 1:2 v/v) by ultrasonification and applied o... The reactants are FC(C1(N=C(OC2CC12)NC(C1=CC=CC=C1)=O)C1=C(C(=CC=C1)F)C)F (N-(5-(difluoromethyl)-5-(3-fluoro-2-methylphenyl)-2-oxa-4-azabicyclo[4.1.0]hept-3-en-3-yl)benzamide), N12CCCCCC2=NCCC1 (1,8-diazabicyclo-[5.4.0]undec-7-ene). The solvent is CO (methanol). Conditions: temperature 40 celsius, time 18 hour. Product: title compound, FC(C1(N=C(OC2CC12)N)C1=C(C(=CC=C1)F)C)F (5-(difluoromethyl)-5-(3-fluoro-2-methylphenyl)-2-oxa-4-azabicyclo[4.1.0]hept-3-en-3-amine). The yield is 65.1%. RXN SMILES: [F:1][CH:2]([F:27])[C:3]1([C:19]2[CH:24]=[CH:23][CH:22]=[C:21]([F:25])[C:20]=2[CH3:26])[CH:9]2[CH:7]([CH2:8]2)[O:6][C:5]([NH:10]C(=O)C2C=CC=CC=2)=[N:4]1.N12CCCN=C1CCCCC2>CO>[F:27][CH:2]([F:1])[C:3]1([C:19]2[CH:24]=[CH:23][CH:22]=[C:21]([F:25])[C:20]=2[CH3:26])[CH:9]2[CH:7]([CH2:8]2)[O:6][C:5]([NH2:10])=[N:4]1. Procedure details: N-(5-(difluoromethyl)-5-(3-fluoro-2-methylphenyl)-2-oxa-4-azabicyclo[4.1.0]hept-3-en-3-yl)benzamide (1.0 g, 2.67 mmol) was dissolved in methanol (50 mL) under nitrogen and 1,8-diazabicyclo-[5.4.0]undec-7-ene (0.798 ml, 5.34 mmol) was added. The reaction was heated to 40° C. After 18 hours, the reaction mixture was concentrated to dryness under reduced pressure and the residue partitioned between water and ethyl acetate. The organic layer was isolated and concentrated under reduced pressure. The ... The reactants are [N-]=[N+]=[N-].[Na+] (sodium azide), C(#N)CCCNC=1C=C(/C=C/C=2SC3=C(N2)C=CC=C3)C=CC1 (2-[trans-3-(3-cyanopropylamino)styryl]benzothiazole). Run in CN(C=O)C (dimethylformamide). Conditions: temperature 120 celsius. Yields the product N1N=NN=C1CCCNC=1C=C(/C=C/C=2SC3=C(N2)C=CC=C3)C=CC1 (2-[trans-3-(3-(5-tetrazolyl)propylamino)styryl]benzothiazole). Isolated yield 34.5%. Reaction SMILES: [N-:1]=[N+:2]=[N-:3].[Na+].[C:5]([CH2:7][CH2:8][CH2:9][NH:10][C:11]1[CH:12]=[C:13]([CH:25]=[CH:26][CH:27]=1)/[CH:14]=[CH:15]/[C:16]1[S:17][C:18]2[CH:24]=[CH:23][CH:22]=[CH:21][C:19]=2[N:20]=1)#[N:6]>CN(C)C=O>[NH:1]1[C:5]([CH2:7][CH2:8][CH2:9][NH:10][C:11]2[CH:12]=[C:13]([CH:25]=[CH:26][CH:27]=2)/[CH:14]=[CH:15]/[C:16]2[S:17][C:18]3[CH:24]=[CH:23][CH:22]=[CH:21][C:19]=3[N:20]=2)=[N:6][N:3]=[N:2]1 |f:0.1|. Procedure details: To 5 ml of dimethylformamide were added 390 mg of sodium azide and 638 mg of 2-[trans-3-(3-cyanopropylamino)styryl]benzothiazole, and the mixture was heated to 120° C. for 7 hours. After cooled to room temperature, the mixture was extracted with ethyl acetate, dried over anhydrous magnesium sulfate and the solvent was evaporation under reduced pressure. The concentrate was purified through silica gel column chromatography by use of ethyl acetate to obtain 250 mg (yield 35%) of the title compound...